This data is from the Open Reaction Database (ORD), a public repository of structured organic reaction records. The task is: describe an organic reaction: reactants, conditions, products, and yield Yields the product COc1cc(N2CCC(n3ccc(C(C)(C)C)n3)C2=O)ccc1Cl. RXN SMILES: [Br:12][CH:13]1[C:14](=[O:27])[N:15]([c:18]2[cH:19][c:20]([O:25][CH3:26])[c:21]([Cl:24])[cH:22][cH:23]2)[CH2:16][CH2:17]1.[CH3:1][C:2]([CH3:3])([CH3:4])[c:5]1[n:6][nH:7][cH:8][cH:9]1.[CH3:29][N:30]([CH3:31])[CH:32]=[O:33].[H-:10].[Na+:11].[OH2:28]>>[CH3:1][C:2]([CH3:3])([CH3:4])[c:5]1[n:6][n:7]([CH:13]2[C:14](=[O:27])[N:15]([c:18]3[cH:19][c:20]([O:25][CH3:26])[c:21]([Cl:24])[cH:22][cH:23]3)[CH2:16][CH2:17]2)[cH:8][cH:9]1. The reactants are COc1cc(N2CCC(Br)C2=O)ccc1Cl, CC(C)(C)c1cc[nH]n1, CN(C)C=O, [H-], [Na+], O. Starting materials: CCO, C=c1c(=O)[nH]c2n1Cc1cc(OCCCC(=O)N(CCOC(C)=O)C3CCCCC3)ccc1N=2, Cl, [Na+], [OH-]. The product is C=c1c(=O)[nH]c2n1Cc1cc(OCCCC(=O)N(CCO)C3CCCCC3)ccc1N=2. RXN SMILES: [CH3:38][CH2:39][OH:40].[CH:1]1([N:7]([C:8]([CH2:9][CH2:10][CH2:11][O:12][c:13]2[cH:14][c:15]3[c:20]([cH:21][cH:22]2)[N:19]=[c:18]2[n:17]([c:25](=[CH2:26])[c:24](=[O:27])[nH:23]2)[CH2:16]3)=[O:28])[CH2:29][CH2:30][O:31][C:32](=[O:33])[CH3:34])[CH2:2][CH2:3][CH2:4][CH2:5][CH2:6]1.[ClH:37].[Na+:36].[OH-:35]>>[CH:1]1([N:7]([C:8]([CH2:9][CH2:10][CH2:11][O:12][c:13]2[cH:14][c:15]3[c:20]([cH:21][cH:22]2)[N:19]=[c:18]2[n:17]([c:25](=[CH2:26])[c:24](=[O:27])[nH:23]2)[CH2:16]3)=[O:28])[CH2:29][CH2:30][OH:31])[CH2:2][CH2:3][CH2:4][CH2:5][CH2:6]1. Reactants: CC(=O)O, Nc1cccc2oc(C(F)(F)F)nc12, O=C1C=CC(=O)O1. Yields the product O=C1C=CC(=O)N1c1cccc2oc(C(F)(F)F)nc12. Reaction SMILES: [CH3:22][C:23](=[O:24])[OH:25].[NH2:1][c:2]1[cH:3][cH:4][cH:5][c:6]2[c:7]1[n:8][c:9]([C:11]([F:12])([F:13])[F:14])[o:10]2.[O:15]=[C:16]1[O:17][C:18](=[O:19])[CH:20]=[CH:21]1>>[N:1]1([c:2]2[cH:3][cH:4][cH:5][c:6]3[c:7]2[n:8][c:9]([C:11]([F:12])([F:13])[F:14])[o:10]3)[C:16](=[O:15])[CH:21]=[CH:20][C:18]1=[O:17].